Task: describe an organic reaction: reactants, conditions, products, and yield. Dataset: the Open Reaction Database (ORD), a public repository of structured organic reaction records Starting materials: COC=1C=C(C(=O)Cl)C=CC1OC (3,4-dimethoxybenzoyl chloride), O (H2O), ethyl acetate hexanes, C(C)(C)N1CC2CNCC(C1)C2 (3-Isopropyl-3,7-diazabicyclo[3.3.1]nonane), [OH-].[Na+] (NaOH). The solvent is C(Cl)Cl (CH2Cl2), C(Cl)Cl (CH2Cl2). Reaction conditions: time 3 hour. Product: COC=1C=C(C(=O)N2CC3CN(CC(C2)C3)C(C)C)C=CC1OC (3-(3',4'-Dimethoxybenzoyl)-7-isopropyl-3,7-diazabicyclo[3.3.1]nonane). Yield: 73.3%. RXN SMILES: [CH:1]([N:4]1[CH2:11][CH:10]2[CH2:12][CH:6]([CH2:7][NH:8][CH2:9]2)[CH2:5]1)([CH3:3])[CH3:2].[OH-].[Na+].[CH3:15][O:16][C:17]1[CH:18]=[C:19]([CH:23]=[CH:24][C:25]=1[O:26][CH3:27])[C:20](Cl)=[O:21].O>C(Cl)Cl>[CH3:15][O:16][C:17]1[CH:18]=[C:19]([CH:23]=[CH:24][C:25]=1[O:26][CH3:27])[C:20]([N:8]1[CH2:9][CH:10]2[CH2:12][CH:6]([CH2:5][N:4]([CH:1]([CH3:3])[CH3:2])[CH2:11]2)[CH2:7]1)=[O:21] |f:1.2|. Procedure: A 25-mL, three-necked, round-bottomed flask was equipped with a magnetic stirrer, a standard condenser with a N2 inlet, a 10-mL addition funnel, and two glass stoppers. To a mixture of the amine (31, 0.60 g, 3.57 mmol) in CH2Cl2 (5 mL) and 10% NaOH (3.58 g, 8.93 mmol) was added dropwise a solution of 3,4-dimethoxybenzoyl chloride (0.80 g, 3.92 mmol) in CH2Cl2 (10 mL) over 15 min. Stirring of the mixture was continued for an additional 3 h under N2. An aqueous mixture, formed upon addition of H2O... The solvent is C(C)O (ethanol), C(C)O (ethanol). The reagents and catalysts are [Pd] (palladium on charcoal). RXN SMILES: [CH2:1]([O:8][C@H:9]([CH:17]=O)[C@H:10]([OH:16])[C@@H:11]([CH2:14][OH:15])[CH:12]=O)[C:2]1[CH:7]=[CH:6][CH:5]=[CH:4][CH:3]=1.OCC1(OC[C@@H](O)[C@@H](O)[C@H]1O)O.[NH3:31]>C(O)C.[Pd]>[CH2:1]([O:8][C@H:9]1[C@H:10]([OH:16])[C@@H:11]([CH2:14][OH:15])[CH2:12][NH:31][CH2:17]1)[C:2]1[CH:7]=[CH:6][CH:5]=[CH:4][CH:3]=1. Isolated yield 78.0%. Reported procedure: To a solution of 4-O-benzyl-2-deoxy-2-C-hydroxymethyl-D-xylo-pentodialdose (1.77 g) in ethanol (40 ml), 0.29M NH3 in ethanol (162 ml) and 5% palladium on charcoal (300 mg) was added. The mixture was hydrogenated at 500 Psi at 20° C. for 15 hours. The reaction mixture was filtrated and concentrated. The residue (1.85 g) was flash chromatographed using ethanol/NH4OH (25% aqueous)/trimethylamine (122:2:1) as eluent giving the product as a colourless sirup (getting coloured after storing) in 78% yie... The product is C(C1=CC=CC=C1)O[C@@H]1CNC[C@@H]([C@H]1O)CO ((3R,4R,5R)-3-Benzyloxy-4-hydroxy-5-hydroxymethylpiperidine). The reactants are OCC1(O)[C@H](O)[C@H](O)[C@H](O)CO1 (Psi), C(C1=CC=CC=C1)O[C@@H]([C@@H]([C@H](C=O)CO)O)C=O (4-O-benzyl-2-deoxy-2-C-hydroxymethyl-D-xylo-pentodialdose), N (NH3). The reactants are C1(=C(C=CC=C1)C(CCC(=O)OC)N)C1=CC=CC=C1 (methyl 4-([1,1′-biphenyl]-2-yl)-4-aminobutanoate), C1(=CC=CC=C1)C=1SC=C(N1)C=O (2-phenylthiazole-4-carbaldehyde). Product: C1(=C(C=CC=C1)C1CCC(N1CC=1N=C(SC1)C1=CC=CC=C1)=O)C1=CC=CC=C1 (5-([1,1′-biphenyl]-2-yl)-1-((2-phenylthiazol-4-yl)methyl)pyrrolidin-2-one). As a reaction SMILES: [C:1]1([C:15]2[CH:20]=[CH:19][CH:18]=[CH:17][CH:16]=2)[CH:6]=[CH:5][CH:4]=[CH:3][C:2]=1[CH:7]([NH2:14])[CH2:8][CH2:9][C:10]([O:12]C)=O.[C:21]1([C:27]2[S:28][CH:29]=[C:30]([CH:32]=O)[N:31]=2)[CH:26]=[CH:25][CH:24]=[CH:23][CH:22]=1>>[C:1]1([C:15]2[CH:20]=[CH:19][CH:18]=[CH:17][CH:16]=2)[CH:6]=[CH:5][CH:4]=[CH:3][C:2]=1[CH:7]1[N:14]([CH2:32][C:30]2[N:31]=[C:27]([C:21]3[CH:22]=[CH:23][CH:24]=[CH:25][CH:26]=3)[S:28][CH:29]=2)[C:10](=[O:12])[CH2:9][CH2:8]1. Reported procedure: Prepared according to the described general procedure 2 (GP2) by reaction of methyl 4-([1,1′-biphenyl]-2-yl)-4-aminobutanoate with commercially available 2-phenylthiazole-4-carbaldehyde. Subsequent purification by preparative HPLC afforded the target compound. LC-MS (conditions A): tR=0.96 min.; [M+H]+: 410.81 g/mol.